Dataset: the Open Reaction Database (ORD), a public repository of structured organic reaction records. Task: describe an organic reaction: reactants, conditions, products, and yield The reactants are [K].CC(C)([O-])C (potassium tert.-butoxide), O=S1(N(CCCN1)C1=C(C=C(C(=O)OC)C=C1)C)=O (methyl 4-(1,1-dioxo-[1,2,6]-thiadiazinan-2-yl)-3-methyl-benzoate), CI (methyl iodide). Solvent: CN(C)C=O (DMF). Reaction conditions: temperature 40 celsius, time 5 hour. Product: O=S1(N(CCCN1C)C1=C(C=C(C(=O)OC)C=C1)C)=O (methyl 4-(1,1-dioxo-6-methyl-[1,2,6]-thiadiazinan-2-yl)-3-methyl-benzoate). As a reaction SMILES: [O:1]=[S:2]1(=[O:19])[NH:7][CH2:6][CH2:5][CH2:4][N:3]1[C:8]1[CH:17]=[CH:16][C:11]([C:12]([O:14][CH3:15])=[O:13])=[CH:10][C:9]=1[CH3:18].[K].[CH3:21]C(C)([O-])C.CI>CN(C=O)C>[O:19]=[S:2]1(=[O:1])[N:7]([CH3:21])[CH2:6][CH2:5][CH2:4][N:3]1[C:8]1[CH:17]=[CH:16][C:11]([C:12]([O:14][CH3:15])=[O:13])=[CH:10][C:9]=1[CH3:18] |f:1.2,^1:19|. Procedure: 400 mg (1.41 mmol) methyl 4-(1,1-dioxo-[1,2,6]-thiadiazinan-2-yl)-3-methyl-benzoate dissolved in 4 ml DMF at 40° C. are combined with 240 mg (2.14 mmol) potassium-tert.-butoxide and 96 μl (1.54 mmol) methyl iodide and stirred for 5 hours at 40° C. The reaction solution is evaporated down i. vac., combined with water and the aqueous phase is extracted with ethyl acetate. The combined organic phases are dried over sodium sulphate and evaporated down i. vac. Starting materials: C(C(=O)OC(CNC(CNC(CC1=CC=CC=C1)=O)C)C1=CC=CC=C1)(=O)O (2-(1-methyl-2-phenylacetamidoethyl)amino-1-phenylethanol hydrogen oxalate), C([O-])([O-])=O.[K+].[K+] (potassium carbonate). The solvent is C(C)(=O)OCC (ethyl acetate). The product is CC(CNC(CC1=CC=CC=C1)=O)NCC(O)C1=CC=CC=C1 (2-(1-methyl-2-phenylacetamidoethyl)amino-1-phenylethanol). Reaction SMILES: C(O)(=O)C([O:4][CH:5]([C:21]1[CH:26]=[CH:25][CH:24]=[CH:23][CH:22]=1)[CH2:6][NH:7][CH:8]([CH3:20])[CH2:9][NH:10][C:11](=[O:19])[CH2:12][C:13]1[CH:18]=[CH:17][CH:16]=[CH:15][CH:14]=1)=O.C(=O)([O-])[O-].[K+].[K+]>C(OCC)(=O)C>[CH3:20][CH:8]([NH:7][CH2:6][CH:5]([C:21]1[CH:26]=[CH:25][CH:24]=[CH:23][CH:22]=1)[OH:4])[CH2:9][NH:10][C:11](=[O:19])[CH2:12][C:13]1[CH:18]=[CH:17][CH:16]=[CH:15][CH:14]=1 |f:1.2.3|. Procedure: A mixture of 3.8 g. of 2-(1-methyl-2-phenylacetamidoethyl)amino-1-phenylethanol hydrogen oxalate (m.p. 160°-161° C.; Example 4) is stirred with 50 ml. of 10% aqueous potassium carbonate solution and 50 ml. of ethyl acetate. The ethyl acetate phase is separated, dried over anhydrous magnesium sulphate, and evaporated to dryness under reduced pressure. The residue is crystallised four times from 20 ml. of toluene each time. There is thus obtained one specific diastereoisomer (Isomer A) of 2-(1-met... Starting materials: C1CCOC1, C[Si](C)(C)[N-][Si](C)(C)C, C=COCCON, COC(=O)c1nn(C)c(=O)cc1Nc1ccc(SC)cc1F, [Li+]. Yields the product C=COCCONC(=O)c1nn(C)c(=O)cc1Nc1ccc(SC)cc1F. As a reaction SMILES: [CH2:40]1[O:41][CH2:42][CH2:43][CH2:44]1.[CH3:31][Si:32]([N-:33][Si:34]([CH3:35])([CH3:36])[CH3:37])([CH3:38])[CH3:39].[CH:23](=[CH2:24])[O:25][CH2:26][CH2:27][O:28][NH2:29].[F:1][c:2]1[c:3]([NH:10][c:11]2[c:12]([C:19]([O:21][CH3:20])=[O:22])[n:13][n:14]([CH3:18])[c:15](=[O:17])[cH:16]2)[cH:4][cH:5][c:6]([S:8][CH3:9])[cH:7]1.[Li+:30]>>[F:1][c:2]1[c:3]([NH:10][c:11]2[c:12]([C:19](=[O:21])[NH:29][O:28][CH2:27][CH2:26][O:25][CH:23]=[CH2:24])[n:13][n:14]([CH3:18])[c:15](=[O:17])[cH:16]2)[cH:4][cH:5][c:6]([S:8][CH3:9])[cH:7]1.